This data is from the Open Reaction Database (ORD), a public repository of structured organic reaction records. The task is: describe an organic reaction: reactants, conditions, products, and yield The reactants are C1(=CC=CC2=CC=CC=C12)CC(=O)O (1-naphthylacetic acid), CN[C@H]1[C@@H](CCC2=CC=CC=C12)N1CCCC1 (Trans (±) N-methyl-2-(1-pyrrolidinyl)-1,2,3,4-tetrahydro-1-naphthalene amine). Yields the product CN(C(CC1=CC=CC2=CC=CC=C12)=O)[C@H]1[C@@H](CCC2=CC=CC=C12)N1CCCC1 (Trans (±) N-methyl-N-[2-(1-pyrrolidinyl)-1,2,3,4-tetrahydro-1-naphthyl]-1-naphthalene acetamide). Yield: 54.9%. RXN SMILES: [C:1]1([CH2:11][C:12]([OH:14])=O)[C:10]2[C:5](=[CH:6][CH:7]=[CH:8][CH:9]=2)[CH:4]=[CH:3][CH:2]=1.[CH3:15][NH:16][C@@H:17]1[C:26]2[C:21](=[CH:22][CH:23]=[CH:24][CH:25]=2)[CH2:20][CH2:19][C@H:18]1[N:27]1[CH2:31][CH2:30][CH2:29][CH2:28]1>>[CH3:15][N:16]([C@@H:17]1[C:26]2[C:21](=[CH:22][CH:23]=[CH:24][CH:25]=2)[CH2:20][CH2:19][C@H:18]1[N:27]1[CH2:31][CH2:30][CH2:29][CH2:28]1)[C:12](=[O:14])[CH2:11][C:1]1[C:10]2[C:5](=[CH:6][CH:7]=[CH:8][CH:9]=2)[CH:4]=[CH:3][CH:2]=1. Procedure: Using the procedure of Step C of Example 1, 2.3 g of 1-naphthylacetic acid and 2 g of the product of Step B of Example 1 were reacted to obtain 5.3 g of crude product which was purified by chromatography on silica (methylene chloride 9-methanol 1). After crystallization from ethyl ether, 1.9 g of product melting at 117° C. were obtained which was crystallized from isopropyl ether to obtain 1.1 g of the expected product melting at 125° C.